Dataset: the Open Reaction Database (ORD), a public repository of structured organic reaction records. Task: describe an organic reaction: reactants, conditions, products, and yield Procedure details: Combine 2-pyrrolidinone (2.85 g, 33.5 mmol) and tetrahydrofuran (70 mL). Cool to −78° C. using a dry-ice/acetone bath. Add a solution of potassium bis(trimethylsilyl)amide (67 mL, 0.5 M in toluene, 33.5 mol). After 45 minutes, add a solution of 3,4,5-trimethoxybenzyl mesylate (8.8 g, 32.02 mmol) in tetrahydrofuran (60 mL). After the addition of 3,4,5-trimethoxybenzyl mesylate is complete, heat to reflux. After 18 hours, cool the reaction mixture and partition between water and ethyl acetate. Sep... RXN SMILES: [NH:1]1[CH2:5][CH2:4][CH2:3][C:2]1=[O:6].C[Si]([N-][Si](C)(C)C)(C)C.[K+].S(O[CH2:22][C:23]1[CH:28]=[C:27]([O:29][CH3:30])[C:26]([O:31][CH3:32])=[C:25]([O:33][CH3:34])[CH:24]=1)(=O)(=O)C.C(OCC)(=O)C>O1CCCC1>[CH3:34][O:33][C:25]1[CH:24]=[C:23]([CH:28]=[C:27]([O:29][CH3:30])[C:26]=1[O:31][CH3:32])[CH2:22][N:1]1[CH2:5][CH2:4][CH2:3][C:2]1=[O:6] |f:1.2|. Reaction conditions: temperature -78 celsius, time 45 minute. Product: COC=1C=C(CN2C(CCC2)=O)C=C(C1OC)OC (1-(3,4,5-trimethoxybenzyl)-2-oxopyrrolidine). Solvent: O1CCCC1 (tetrahydrofuran), O1CCCC1 (tetrahydrofuran). The reactants are C(C)(=O)OCC (ethyl acetate), N1C(CCC1)=O (2-pyrrolidinone), S(C)(=O)(=O)OCC1=CC(=C(C(=C1)OC)OC)OC (3,4,5-trimethoxybenzyl mesylate), C[Si](C)(C)[N-][Si](C)(C)C.[K+] (potassium bis(trimethylsilyl)amide), S(C)(=O)(=O)OCC1=CC(=C(C(=C1)OC)OC)OC (3,4,5-trimethoxybenzyl mesylate). Starting materials: C(C1=CC=CC=C1)NC=CC(C)=O (4-(benzylamino)but-3-en-2-one), COC=1C=C(C(=O)N(C2=CC=CC=C2)CC\C=C\C=O)C=CC1OC (3,4-dimethoxy-N-[(E)-5-oxopent-3-enyl]-N-phenyl-benzamide), [O-]S(=O)(=O)[O-].[Na+].[Na+] (Na2SO4). Reagents/catalysts: C(F)(F)(F)S(=O)(=O)[O-].C(F)(F)(F)S(=O)(=O)[O-].C(F)(F)(F)S(=O)(=O)[O-].[Sc+3] (Sc(OTf)3). Run in C(Cl)Cl (CH2Cl2), C(Cl)Cl (CH2Cl2). Reaction conditions: time 48 hour. The product is C(C)(=O)C1=CN(C=CC1CCN(C(C1=CC(=C(C=C1)OC)OC)=O)C1=CC=CC=C1)CC1=CC=CC=C1 (N-[2-(3-acetyl-1-benzyl-4H-pyridin-4-yl)ethyl]-3,4-dimethoxy-N-phenyl-benzamide). Isolated yield 58.4%. As a reaction SMILES: [O-]S([O-])(=O)=O.[Na+].[Na+].[CH2:8]([NH:15][CH:16]=[CH:17][C:18](=[O:20])[CH3:19])[C:9]1[CH:14]=[CH:13][CH:12]=[CH:11][CH:10]=1.[CH3:21][O:22][C:23]1[CH:24]=[C:25]([CH:41]=[CH:42][C:43]=1[O:44][CH3:45])[C:26]([N:28]([CH2:35][CH2:36]/[CH:37]=[CH:38]/[CH:39]=O)[C:29]1[CH:34]=[CH:33][CH:32]=[CH:31][CH:30]=1)=[O:27]>C(Cl)Cl.C(S([O-])(=O)=O)(F)(F)F.C(S([O-])(=O)=O)(F)(F)F.C(S([O-])(=O)=O)(F)(F)F.[Sc+3]>[C:18]([C:17]1[CH:37]([CH2:36][CH2:35][N:28]([C:29]2[CH:30]=[CH:31][CH:32]=[CH:33][CH:34]=2)[C:26](=[O:27])[C:25]2[CH:41]=[CH:42][C:43]([O:44][CH3:45])=[C:23]([O:22][CH3:21])[CH:24]=2)[CH:38]=[CH:39][N:15]([CH2:8][C:9]2[CH:14]=[CH:13][CH:12]=[CH:11][CH:10]=2)[CH:16]=1)(=[O:20])[CH3:19] |f:0.1.2,6.7.8.9|. Reported procedure: To a suspension of Sc(OTf)3 (10% mol), Na2SO4 (3 equiv) in dry CH2Cl2 (15 mL) is added a solution of enamine 30 (332 mg, 1.9 mmol) and enal 35 (644 mg, 1.9 mmol) in dry CH2Cl2 (5 mL). The reaction mixture was stirred at room temperature for 48 h. The reaction solution is filtered on Celite and the solvent removed under pressure. The residue obtained is purified on SiO2 (gradient of EtOAc in Petroleum ether) to afford the title compound 32 as a yellow oil (Yield 551 mg, 58%). The reactants are O=C(CBr)c1ccc(-c2ccccc2)cc1, CC(C)(C)N, CC#N. Product: Br, CC(C)(C)NCC(=O)c1ccc(-c2ccccc2)cc1. Reaction SMILES: [Br:1][CH2:2][C:3](=[O:4])[c:5]1[cH:6][cH:7][c:8](-[c:11]2[cH:12][cH:13][cH:14][cH:15][cH:16]2)[cH:9][cH:10]1.[CH3:17][C:18]([CH3:19])([CH3:20])[NH2:21].[CH3:22][C:23]#[N:24]>>[BrH:1].[CH2:2]([C:3](=[O:4])[c:5]1[cH:6][cH:7][c:8](-[c:11]2[cH:12][cH:13][cH:14][cH:15][cH:16]2)[cH:9][cH:10]1)[NH:21][C:18]([CH3:17])([CH3:19])[CH3:20]. The reactants are COc1cccc(OC2COc3ccc(OCc4ccc5ccccc5n4)cc3C2O)c1, CN(C)CC(=O)O, CN(C)c1ccncc1, C(=NC1CCCCC1)=NC1CCCCC1, ClCCl, Cl. Yields the product COc1cccc(OC2COc3ccc(OCc4ccc5ccccc5n4)cc3C2OC(=O)CN(C)C)c1. Reaction SMILES: [CH3:1][O:2][c:3]1[cH:4][c:5]([O:6][CH:7]2[CH2:8][O:9][c:10]3[cH:11][cH:12][c:13]([O:18][CH2:19][c:20]4[n:21][c:22]5[cH:23][cH:24][cH:25][cH:26][c:27]5[cH:28][cH:29]4)[cH:14][c:15]3[CH:16]2[OH:17])[cH:30][cH:31][cH:32]1.[CH3:34][N:35]([CH2:36][C:37](=[O:38])[OH:39])[CH3:40].[CH3:56][N:57]([CH3:58])[c:59]1[cH:60][cH:61][n:62][cH:63][cH:64]1.[CH:41]1([N:42]=[C:43]=[N:44][CH:45]2[CH2:46][CH2:47][CH2:48][CH2:49][CH2:50]2)[CH2:51][CH2:52][CH2:53][CH2:54][CH2:55]1.[Cl:65][CH2:66][Cl:67].[ClH:33]>>[CH3:1][O:2][c:3]1[cH:4][c:5]([O:6][CH:7]2[CH2:8][O:9][c:10]3[cH:11][cH:12][c:13]([O:18][CH2:19][c:20]4[n:21][c:22]5[cH:23][cH:24][cH:25][cH:26][c:27]5[cH:28][cH:29]4)[cH:14][c:15]3[CH:16]2[O:17][C:37]([CH2:36][N:35]([CH3:34])[CH3:40])=[O:38])[cH:30][cH:31][cH:32]1. The reactants are CNC, CO, CCOC(=O)C(N)=NNc1ccc(Cl)cc1C(=O)c1ccccc1Cl. Yields the product CN(C)C(=O)C(N)=NNc1ccc(Cl)cc1C(=O)c1ccccc1Cl. As a reaction SMILES: [CH3:26][NH:27][CH3:28].[CH3:29][OH:30].[Cl:1][c:2]1[c:3]([C:4](=[O:5])[c:6]2[c:7]([NH:13][N:14]=[C:15]([C:16]([O:18][CH2:17][CH3:19])=[O:20])[NH2:21])[cH:8][cH:9][c:10]([Cl:12])[cH:11]2)[cH:22][cH:23][cH:24][cH:25]1>>[Cl:1][c:2]1[c:3]([C:4](=[O:5])[c:6]2[c:7]([NH:13][N:14]=[C:15]([C:16](=[O:18])[N:27]([CH3:26])[CH3:28])[NH2:21])[cH:8][cH:9][c:10]([Cl:12])[cH:11]2)[cH:22][cH:23][cH:24][cH:25]1. Reactants: C1CCOC1, C#C[Si](C)(C)C, COC(=O)c1cn2c(I)cnc2c(F)c1Nc1ccc(C)cc1F, CCOC(C)=O, CC(C)NC(C)C, [Cu]I, Cl[Pd]Cl, c1ccc(P(c2ccccc2)c2ccccc2)cc1, c1ccc(P(c2ccccc2)c2ccccc2)cc1. Yields the product COC(=O)c1cn2c(C#C[Si](C)(C)C)cnc2c(F)c1Nc1ccc(C)cc1F. RXN SMILES: [CH2:1]1[O:2][CH2:3][CH2:4][CH2:5]1.[CH3:13][Si:14]([CH3:15])([CH3:16])[C:17]#[CH:18].[CH3:19][O:20][C:21](=[O:22])[c:23]1[c:24]([NH:34][c:35]2[c:36]([F:42])[cH:37][c:38]([CH3:41])[cH:39][cH:40]2)[c:25]([F:33])[c:26]2[n:27]([cH:28]1)[c:29]([I:32])[cH:30][n:31]2.[CH3:43][CH2:44][O:45][C:46](=[O:47])[CH3:48].[CH:6]([NH:7][CH:8]([CH3:9])[CH3:10])([CH3:11])[CH3:12].[Cu:49][I:50].[Pd:51]([Cl:52])[Cl:53].[c:54]1([P:55]([c:56]2[cH:57][cH:58][cH:59][cH:60][cH:61]2)[c:62]2[cH:63][cH:64][cH:65][cH:66][cH:67]2)[cH:68][cH:69][cH:70][cH:71][cH:72]1.[c:73]1([P:74]([c:75]2[cH:76][cH:77][cH:78][cH:79][cH:80]2)[c:81]2[cH:82][cH:83][cH:84][cH:85][cH:86]2)[cH:87][cH:88][cH:89][cH:90][cH:91]1>>[CH3:13][Si:14]([CH3:15])([CH3:16])[C:17]#[C:18][c:29]1[n:27]2[c:26]([c:25]([F:33])[c:24]([NH:34][c:35]3[c:36]([F:42])[cH:37][c:38]([CH3:41])[cH:39][cH:40]3)[c:23]([C:21]([O:20][CH3:19])=[O:22])[cH:28]2)[n:31][cH:30]1. The reactants are Cl (hydrochloric acid), aqueous solution, [OH-].[Na+] (Sodium hydroxide), C(C)C=1C=C2C(C(=C(OC2=CC1O)C(=O)OC)C1=CC=C(C=C1)OC)=O (Methyl 6-ethyl-7-hydroxy-3-(4-methoxyphenyl)-4-oxo-chromene-2-carboxylate). The solvent is CC(=O)C (acetone). Yields the product C(C)C=1C=C2C(C(=C(OC2=CC1O)C(=O)O)C1=CC=C(C=C1)OC)=O (6-ethyl-7-hydroxy-3-(4-methoxyphenyl)-4-oxo-chromene-2-carboxylic acid). RXN SMILES: [CH2:1]([C:3]1[CH:4]=[C:5]2[C:10](=[CH:11][C:12]=1[OH:13])[O:9][C:8]([C:14]([O:16]C)=[O:15])=[C:7]([C:18]1[CH:23]=[CH:22][C:21]([O:24][CH3:25])=[CH:20][CH:19]=1)[C:6]2=[O:26])[CH3:2].[OH-].[Na+].Cl>CC(C)=O>[CH2:1]([C:3]1[CH:4]=[C:5]2[C:10](=[CH:11][C:12]=1[OH:13])[O:9][C:8]([C:14]([OH:16])=[O:15])=[C:7]([C:18]1[CH:19]=[CH:20][C:21]([O:24][CH3:25])=[CH:22][CH:23]=1)[C:6]2=[O:26])[CH3:2] |f:1.2|. Reported procedure: Methyl 6-ethyl-7-hydroxy-3-(4-methoxyphenyl)-4-oxo-chromene-2-carboxylate (13.6 g, 41.73 mmol) was dissolved in acetone (200 ml). Then a 2N aqueous solution of Sodium hydroxide (62.59 ml, 125.19 mmol) was added at room temperature. The resulting mixture was stirred at room temperature over night. After the reaction was complete the mixture was acidified under cooling with concentrated hydrochloric acid to pH 2.5. A solid precipitated from the solution. The solid was filtered off, washed with wat...